describe an organic reaction: reactants, conditions, products, and yield From a dataset of the Open Reaction Database (ORD), a public repository of structured organic reaction records. Starting materials: C#CCOc1cc(N)c(F)cc1Cl, ClCCl, O=C1CC(C(F)(F)F)CC(=O)O1. Yields the product C#CCOc1cc(NC(=O)CC(CC(=O)O)C(F)(F)F)c(F)cc1Cl. RXN SMILES: [Cl:13][c:14]1[cH:15][c:16]([F:25])[c:17]([NH2:18])[cH:19][c:20]1[O:21][CH2:22][C:23]#[CH:24].[Cl:26][CH2:27][Cl:28].[F:1][C:2]([CH:3]1[CH2:4][C:5](=[O:6])[O:7][C:8](=[O:10])[CH2:9]1)([F:11])[F:12]>>[F:1][C:2]([CH:3]([CH2:4][C:5](=[O:6])[OH:7])[CH2:9][C:8](=[O:10])[NH:18][c:17]1[c:16]([F:25])[cH:15][c:14]([Cl:13])[c:20]([O:21][CH2:22][C:23]#[CH:24])[cH:19]1)([F:11])[F:12].